Dataset: the Open Reaction Database (ORD), a public repository of structured organic reaction records. Task: describe an organic reaction: reactants, conditions, products, and yield Reactants: O=[N+]([O-])c1cccc(CBr)c1, Cl, [H-], Nc1ncc(-c2ccc(OCCN3CCOCC3)cc2)cc1O, Nc1ncc(-c2ccccc2)cc1O, [Na+], CN(C)C=O. Yields the product Nc1ncc(-c2ccc(OCCN3CCOCC3)cc2)cc1OCc1cccc([N+](=O)[O-])c1. RXN SMILES: [Br:40][CH2:41][c:42]1[cH:43][c:44]([N+:48](=[O:49])[O-:50])[cH:45][cH:46][cH:47]1.[ClH:51].[H-:39].[NH2:1][c:2]1[n:3][cH:4][c:5](-[c:9]2[cH:10][cH:11][c:12]([O:15][CH2:16][CH2:17][N:18]3[CH2:19][CH2:20][O:21][CH2:22][CH2:23]3)[cH:13][cH:14]2)[cH:6][c:7]1[OH:8].[NH2:24][c:25]1[c:26]([OH:27])[cH:28][c:29](-[c:30]2[cH:31][cH:32][cH:33][cH:34][cH:35]2)[cH:36][n:37]1.[Na+:38].[O:52]=[CH:53][N:54]([CH3:55])[CH3:56]>>[NH2:1][c:2]1[n:3][cH:4][c:5](-[c:9]2[cH:10][cH:11][c:12]([O:15][CH2:16][CH2:17][N:18]3[CH2:19][CH2:20][O:21][CH2:22][CH2:23]3)[cH:13][cH:14]2)[cH:6][c:7]1[O:8][CH2:41][c:42]1[cH:43][c:44]([N+:48](=[O:49])[O-:50])[cH:45][cH:46][cH:47]1. Starting materials: OC=1C=C(OCCO)C=CC1 (2-(3-hydroxyphenoxy)ethanol), [H-].[Na+] (NaH), ClC1=NC=CN=C1N1CCN(CC1)C(=O)OC(C)(C)C (2-Chloro-3-(4-tert-butoxycarbonyl-1-piperazinyl)pyrazine). The solvent is CN(C)C=O (DMF), CN(C)C=O (DMF). Conditions: temperature 65 celsius, time 1.75 hour. The product is OC=1C=C(OCCOC=2C(=NC=CN2)N2CCN(CC2)C(=O)OC(C)(C)C)C=CC1 (tert-Butyl 4-{3-[2-(3-hydroxyphenoxy)ethoxy]-2-pyrazinyl}-1-piperazinecarboxylate). Isolated yield 94.0%. RXN SMILES: [OH:1][C:2]1[CH:3]=[C:4]([CH:9]=[CH:10][CH:11]=1)[O:5][CH2:6][CH2:7][OH:8].[H-].[Na+].Cl[C:15]1[C:20]([N:21]2[CH2:26][CH2:25][N:24]([C:27]([O:29][C:30]([CH3:33])([CH3:32])[CH3:31])=[O:28])[CH2:23][CH2:22]2)=[N:19][CH:18]=[CH:17][N:16]=1>CN(C=O)C>[OH:1][C:2]1[CH:3]=[C:4]([CH:9]=[CH:10][CH:11]=1)[O:5][CH2:6][CH2:7][O:8][C:15]1[C:20]([N:21]2[CH2:22][CH2:23][N:24]([C:27]([O:29][C:30]([CH3:33])([CH3:32])[CH3:31])=[O:28])[CH2:25][CH2:26]2)=[N:19][CH:18]=[CH:17][N:16]=1 |f:1.2|. Reported procedure: To a stirred solution of 2-(3-hydroxyphenoxy)ethanol (7.71 g, 0.05 mol) in dry DMF (100 mL) at ˜0° C. (ice bath) was added NaH (3.90 g, 0 163 mol) in portions under N2. When the H2-evolution had ceased, a solution of 2-chloro-3-(4-tert-butoxycarbonyl-1-piperazinyl)pyrazine (0.05 mol, 14.9 g; from Example 52, Step 1) in dry DMF (70 mL) was added in one portion. The mixture was stirred at 65° C. for 1.75 h. After cooling, the reaction was quenched by addition of H2O in DMF. The mixture was filtere... Reactants: CC(=O)O, O=[Cr](=O)=O, O, CC(C)C(O)CN1N=C(c2ccc(Cl)cc2)CCC1=O. Product: CC(C)C(=O)CN1N=C(c2ccc(Cl)cc2)CCC1=O. As a reaction SMILES: [CH3:25][C:26](=[O:27])[OH:28].[O:21]=[Cr:22](=[O:23])=[O:24].[OH2:29].[OH:1][CH:2]([CH2:3][N:4]1[N:5]=[C:6]([c:11]2[cH:12][cH:13][c:14]([Cl:17])[cH:15][cH:16]2)[CH2:7][CH2:8][C:9]1=[O:10])[CH:18]([CH3:19])[CH3:20]>>[O:1]=[C:2]([CH2:3][N:4]1[N:5]=[C:6]([c:11]2[cH:12][cH:13][c:14]([Cl:17])[cH:15][cH:16]2)[CH2:7][CH2:8][C:9]1=[O:10])[CH:18]([CH3:19])[CH3:20]. Reactants: NC(C#N)C1=CC(=CC=C1)O (amino-(3-hydroxy-phenyl)-acetonitrile), F[B-](F)(F)F.C[N+](=C(O)N(C)C)C (N,N,N′,N′-tetramethyluronium tetrafluoroborate), C(C)N(C(C)C)C(C)C (N-Ethyldiisopropylamine), ClC1=CC=C(C=C1)S(=O)(=O)N[C@H]1[C@@H](CCCC1)C(=O)O (Trans-2-(4-Chloro-benzenesulfonylamino)-cyclohexanecarboxylic acid). Solvent: CC#N (CH3CN), CC#N (CH3CN). Reaction conditions: time 16 hour. Product: C(#N)C(C1=CC(=CC=C1)O)NC(=O)[C@H]1[C@@H](CCCC1)NS(=O)(=O)C1=CC=C(C=C1)Cl (Trans-2-(4-Chloro-benzenesulfonylamino)-cyclohexanecarboxylic Acid [Cyano-(3-hydroxy-phenyl)-methyl]-amide). As a reaction SMILES: [Cl:1][C:2]1[CH:7]=[CH:6][C:5]([S:8]([NH:11][C@@H:12]2[CH2:17][CH2:16][CH2:15][CH2:14][C@H:13]2[C:18]([OH:20])=O)(=[O:10])=[O:9])=[CH:4][CH:3]=1.F[B-](F)(F)F.C[N+](C)=C(N(C)C)O.C(N(C(C)C)C(C)C)C.[NH2:43][CH:44]([C:47]1[CH:52]=[CH:51][CH:50]=[C:49]([OH:53])[CH:48]=1)[C:45]#[N:46]>CC#N>[C:45]([CH:44]([NH:43][C:18]([C@@H:13]1[CH2:14][CH2:15][CH2:16][CH2:17][C@H:12]1[NH:11][S:8]([C:5]1[CH:4]=[CH:3][C:2]([Cl:1])=[CH:7][CH:6]=1)(=[O:9])=[O:10])=[O:20])[C:47]1[CH:52]=[CH:51][CH:50]=[C:49]([OH:53])[CH:48]=1)#[N:46] |f:1.2|. Procedure details: Trans-2-(4-Chloro-benzenesulfonylamino)-cyclohexanecarboxylic acid (0.095 g, 0.3 mmol) is dissolved in CH3CN. O-1,2-Dihydro-2-oxo-1-pyridyl)-N,N,N′,N′-tetramethyluronium tetrafluoroborate (TPTU, 90.2 mg, 0.3 mmol), N-Ethyldiisopropylamine (DIPEA, 0.208 ml, 1.21 mmol) are added. The amino-(3-hydroxy-phenyl)-acetonitrile in CH3CN (1.5 ml) is added. The mixture is stirred at RT for 16 hours. The solution is filtered and concentrated. The residue is dissolved in CH2Cl2 (15 mL) and extracted with NH4... RXN SMILES: [NH2:1][CH2:2][C:3]1([CH2:7][O:8][C:9]2[C:14]([O:15][CH3:16])=[C:13]([O:17][CH3:18])[CH:12]=[CH:11][C:10]=2[C:19]2[CH:27]=[CH:26][CH:25]=[C:24]3[C:20]=2[CH2:21][CH2:22][C:23]3=[O:28])[CH2:6][O:5][CH2:4]1.C(N(C(C)C)CC)(C)C.[C:38](Cl)(=[O:42])[CH:39]([CH3:41])[CH3:40]>ClCCl.O>[CH3:16][O:15][C:14]1[C:13]([O:17][CH3:18])=[CH:12][CH:11]=[C:10]([C:19]2[CH:27]=[CH:26][CH:25]=[C:24]3[C:20]=2[CH2:21][CH2:22][C:23]3=[O:28])[C:9]=1[O:8][CH2:7][C:3]1([CH2:2][NH:1][C:38](=[O:42])[CH:39]([CH3:41])[CH3:40])[CH2:4][O:5][CH2:6]1. Starting materials: NCC1(COC1)COC1=C(C=CC(=C1OC)OC)C1=C2CCC(C2=CC=C1)=O (4-[2-(3-Aminomethyl-oxetan-3-ylmethoxy)-3,4-dimethoxy-phenyl]-indan-1-one), NCC1(COC1)COC1=C(C=CC(=C1OC)OC)C1=C2CCC(C2=CC=C1)=O (4-[2-(3-Aminomethyl-oxetan-3-ylmethoxy)-3,4-dimethoxy-phenyl]-indan-1-one), C(C)(C)N(CC)C(C)C (diisopropylethylamine), C(C(C)C)(=O)Cl (isobutyryl chloride). Reaction conditions: time 2 hour. Procedure: To a stirring solution of 4-[2-(3-Aminomethyl-oxetan-3-ylmethoxy)-3,4-dimethoxy-phenyl]-indan-1-one (Compound 191) (150 mg, 0.3916 mmol) in dichloromethane (15 mL), were added diisopropylethylamine (50 mg, 0.390 mmol) and isobutyryl chloride (41 mg, 0.391 mmol) and the resultant reaction mixture was stirred at RT for 2 h. The reaction mixture was diluted with water and extracted with dichloromethane (3×). The combined dichloromethane layer was washed with brine, dried over anhydrous sodium sulph... Run in ClCCl (dichloromethane), O (water). Yields the product COC1=C(OCC2(COC2)CNC(C(C)C)=O)C(=CC=C1OC)C1=C2CCC(C2=CC=C1)=O (N-{3-[2,3-Dimethoxy-6-(1-oxo-indan-4-yl)-phenoxymethyl]-oxetan-3-ylmethyl}-isobutyramide). Starting materials: CC=1C=CC(=NC1)C(C)=O (1-(5-methyl-pyridin-2-yl)-ethanone), C(C)(C)(C)OC(NCCCCN)=O ((4-amino-butyl)-carbamic acid tert-butyl ester), [BH-](OC(=O)C)(OC(=O)C)OC(=O)C.[Na+] (NaBH(OAc)3). As a reaction SMILES: [CH3:1][C:2]1[CH:3]=[CH:4][C:5]([C:8](=O)[CH3:9])=[N:6][CH:7]=1.[C:11]([O:15][C:16](=[O:23])[NH:17][CH2:18][CH2:19][CH2:20][CH2:21][NH2:22])([CH3:14])([CH3:13])[CH3:12].[BH-](OC(C)=O)(OC(C)=O)OC(C)=O.[Na+]>C(Cl)Cl>[C:11]([O:15][C:16](=[O:23])[NH:17][CH2:18][CH2:19][CH2:20][CH2:21][NH:22][CH:8]([C:5]1[CH:4]=[CH:3][C:2]([CH3:1])=[CH:7][N:6]=1)[CH3:9])([CH3:14])([CH3:12])[CH3:13] |f:2.3|. Solvent: C(Cl)Cl (CH2Cl2). Product: C(C)(C)(C)OC(NCCCCNC(C)C1=NC=C(C=C1)C)=O ({4-[1-(5-methyl-pyridin-2-yl)-ethylamino]-butyl}-carbamic acid tert-butyl ester). Reported procedure: Using General Procedure B: Reaction of 1-(5-methyl-pyridin-2-yl)-ethanone (Sundberg, R J et al. J. Am. Chem. Soc. 1969, 91, 658-668) and (4-amino-butyl)-carbamic acid tert-butyl ester in CH2Cl2 with NaBH(OAc)3 gave {4-[1-(5-methyl-pyridin-2-yl)-ethylamino]-butyl}-carbamic acid tert-butyl ester as a pale yellow oil.